describe an organic reaction: reactants, conditions, products, and yield From a dataset of the Open Reaction Database (ORD), a public repository of structured organic reaction records. Reactants: C(C)(C)(C)OC(NCC1CCC(CC1)CNC1=CC(=NC=C1C#N)NCC1=C(C=CC=C1)Cl)=O ((4-{[2-(2-chloro-benzylamino)-5-cyano-pyridin-4-ylamino]-methyl}-cyclohexylmethyl)-carbamic acid tert-butyl ester), Cl.O1CCOCC1 (HCl dioxane). Conditions: time 18 hour. The product is NCC1CCC(CC1)CNC1=CC(=NC=C1C#N)NCC1=C(C=CC=C1)Cl (4-[(4-aminomethyl-cyclohexylmethyl)-amino]-6-(2-chloro-benzylamino)-nicotinonitrile). Yield: 114.6%. Reaction SMILES: C(OC(=O)[NH:7][CH2:8][CH:9]1[CH2:14][CH2:13][CH:12]([CH2:15][NH:16][C:17]2[C:22]([C:23]#[N:24])=[CH:21][N:20]=[C:19]([NH:25][CH2:26][C:27]3[CH:32]=[CH:31][CH:30]=[CH:29][C:28]=3[Cl:33])[CH:18]=2)[CH2:11][CH2:10]1)(C)(C)C.Cl.O1CCOCC1>>[NH2:7][CH2:8][CH:9]1[CH2:10][CH2:11][CH:12]([CH2:15][NH:16][C:17]2[C:22]([C:23]#[N:24])=[CH:21][N:20]=[C:19]([NH:25][CH2:26][C:27]3[CH:32]=[CH:31][CH:30]=[CH:29][C:28]=3[Cl:33])[CH:18]=2)[CH2:13][CH2:14]1 |f:1.2|. Procedure: A mixture of (4-{[2-(2-chloro-benzylamino)-5-cyano-pyridin-4-ylamino]-methyl}-cyclohexylmethyl)-carbamic acid tert-butyl ester (12 mg, 0.025 mmol) and 4 N HCl/dioxane (3 mL) was stirred at ambient temperature for 18 h. Evaporation of the volatiles in vacuo afforded the HCl salt of 4-[(4-aminomethyl-cyclohexylmethyl)-amino]-6-(2-chloro-benzylamino)-nicotinonitrile as a white solid (11 mg, 100%), m/z 384 (M+H)+. Reactants: BrC=1C=NN2C1N=CC(=C2NC2=C(C=CC(=C2)C)F)C(=O)O (3-Bromo-7-(2-fluoro-5-methylphenylamino)pyrazolo[1,5-a]pyrimidine-6-carboxylic acid), Cl.FC1(CCNCC1)C1=CC=CC=C1 (4-fluoro-4-phenylpiperidine hydrochloride). The product is BrC=1C=NN2C1N=CC(=C2NC2=C(C=CC(=C2)C)F)C(=O)N2CCC(CC2)(C2=CC=CC=C2)F (3-Bromo-7-(2-fluoro-5-methylphenylamino)-6-(4-fluoro-4-phenylpiperidine-1-carbonyl)pyrazolo[1,5-a]pyrimidine). The yield is 29.0%. RXN SMILES: [Br:1][C:2]1[CH:3]=[N:4][N:5]2[C:10]([NH:11][C:12]3[CH:17]=[C:16]([CH3:18])[CH:15]=[CH:14][C:13]=3[F:19])=[C:9]([C:20](O)=[O:21])[CH:8]=[N:7][C:6]=12.Cl.[F:24][C:25]1([C:31]2[CH:36]=[CH:35][CH:34]=[CH:33][CH:32]=2)[CH2:30][CH2:29][NH:28][CH2:27][CH2:26]1>>[Br:1][C:2]1[CH:3]=[N:4][N:5]2[C:10]([NH:11][C:12]3[CH:17]=[C:16]([CH3:18])[CH:15]=[CH:14][C:13]=3[F:19])=[C:9]([C:20]([N:28]3[CH2:29][CH2:30][C:25]([F:24])([C:31]4[CH:32]=[CH:33][CH:34]=[CH:35][CH:36]=4)[CH2:26][CH2:27]3)=[O:21])[CH:8]=[N:7][C:6]=12 |f:1.2|. Procedure: In the same manner as in Example 21, step 5 and using 3-bromo-7-(2-fluoro-5-methylphenylamino)pyrazolo[1,5-a]pyrimidine-6-carboxylic acid (333 mg, 0.91 mmol) obtained in step 2 and 4-fluoro-4-phenylpiperidine hydrochloride (296 mg, 1.37 mmol), the title compound (1-39 mg, 29%) was obtained. The reactants are BrC1=CC(=C(O1)COC)C(=O)OC (methyl 5-bromo-2-(methoxymethyl)-3-furancarboxylate), FC1=CC(=C(C=C1)B(O)O)C (4-fluoro-2-methylphenylboronic acid), C([O-])([O-])=O.[Na+].[Na+] (sodium carbonate), COCCOC (1,2-dimethoxyethane). Reagents/catalysts: C=1C=CC(=CC1)[P](C=2C=CC=CC2)(C=3C=CC=CC3)[Pd]([P](C=4C=CC=CC4)(C=5C=CC=CC5)C=6C=CC=CC6)([P](C=7C=CC=CC7)(C=8C=CC=CC8)C=9C=CC=CC9)[P](C=1C=CC=CC1)(C=1C=CC=CC1)C=1C=CC=CC1 (tetrakis(triphenylphosphine)palladium(0)). Run in O (water). The product is FC1=CC(=C(C=C1)C1=CC(=C(O1)COC)C(=O)OC)C (methyl 5-(4-fluoro-2-methylphenyl)-2-(methoxymethyl)furan-3-carboxylate). The yield is 93.1%. Reaction SMILES: Br[C:2]1[O:6][C:5]([CH2:7][O:8][CH3:9])=[C:4]([C:10]([O:12][CH3:13])=[O:11])[CH:3]=1.[F:14][C:15]1[CH:20]=[CH:19][C:18](B(O)O)=[C:17]([CH3:24])[CH:16]=1.C(=O)([O-])[O-].[Na+].[Na+].COCCOC>C1C=CC([P]([Pd]([P](C2C=CC=CC=2)(C2C=CC=CC=2)C2C=CC=CC=2)([P](C2C=CC=CC=2)(C2C=CC=CC=2)C2C=CC=CC=2)[P](C2C=CC=CC=2)(C2C=CC=CC=2)C2C=CC=CC=2)(C2C=CC=CC=2)C2C=CC=CC=2)=CC=1.O>[F:14][C:15]1[CH:20]=[CH:19][C:18]([C:2]2[O:6][C:5]([CH2:7][O:8][CH3:9])=[C:4]([C:10]([O:12][CH3:13])=[O:11])[CH:3]=2)=[C:17]([CH3:24])[CH:16]=1 |f:2.3.4,^1:40,42,61,80|. Procedure details: A mixture of methyl 5-bromo-2-(methoxymethyl)-3-furancarboxylate (2.5 g), 4-fluoro-2-methylphenylboronic acid (1.9 g), tetrakis(triphenylphosphine)palladium(0) (0.6 g), 2N aqueous sodium carbonate solution (12 mL) and 1,2-dimethoxyethane (20 mL) was stirred under reflux overnight under an argon atmosphere. The reaction mixture was poured into water, and the mixture was extracted with ethyl acetate. The organic layer was washed with saturated brine, and dried over magnesium sulfate. The solvent w... Starting materials: C1(=CC=C(C=C1)N1CCN(CC1)CC=1C(=NC(=NC1)N)N)C (5-(4-p-tolyl-piperazin-1-ylmethyl)-pyrimidine-2,4-diamine), Cl (hydrochloric acid). Solvent: CO (methanol). The product is Cl.Cl.C1(=CC=C(C=C1)N1CCN(CC1)CC=1C(=NC(=NC1)N)N)C (5-(4-p-tolyl-piperazin-1-ylmethyl)-pyrimidine-2,4-diamine dihydrochloride). The yield is 76.9%. As a reaction SMILES: [C:1]1([CH3:22])[CH:6]=[CH:5][C:4]([N:7]2[CH2:12][CH2:11][N:10]([CH2:13][C:14]3[C:15]([NH2:21])=[N:16][C:17]([NH2:20])=[N:18][CH:19]=3)[CH2:9][CH2:8]2)=[CH:3][CH:2]=1.[ClH:23]>CO>[ClH:23].[ClH:23].[C:1]1([CH3:22])[CH:2]=[CH:3][C:4]([N:7]2[CH2:8][CH2:9][N:10]([CH2:13][C:14]3[C:15]([NH2:21])=[N:16][C:17]([NH2:20])=[N:18][CH:19]=3)[CH2:11][CH2:12]2)=[CH:5][CH:6]=1 |f:3.4.5|. Procedure: 0.23 g (0.00077 mol) of 5-(4-p-tolyl-piperazin-1-ylmethyl)-pyrimidine-2,4-diamine was dissolved in 220 ml of hot methanol. The solution was treated at room temperature with 0.44 ml (0.00154 mol) of 3.5N ethanolic hydrochloric acid. The solution was completely freed from the solvents and the residue was recrystallized from ethanol/diethyl ether. 0.22 g (77%) of 5-(4-p-tolyl-piperazin-1-ylmethyl)-pyrimidine-2,4-diamine dihydrochloride was obtained as whited crystals; m.p. 220°-222°. Starting materials: COc1ccc(C2Sc3cccc4cccc(c34)N(CCN(C)C)C(=O)C2O)cc1, CC(=O)OC(C)=O, Cl. Product: COc1ccc(C2Sc3cccc4cccc(c34)N(CCN(C)C)C(=O)C2OC(C)=O)cc1. Reaction SMILES: [CH3:2][N:3]([CH2:4][CH2:5][N:6]1[c:7]2[c:8]3[c:9]([cH:24][cH:25][cH:26][c:27]3[cH:28][cH:29][cH:30]2)[S:10][CH:11]([c:16]2[cH:17][cH:18][c:19]([O:22][CH3:23])[cH:20][cH:21]2)[CH:12]([OH:15])[C:13]1=[O:14])[CH3:31].[CH3:32][C:33](=[O:34])[O:35][C:36](=[O:37])[CH3:38].[ClH:1]>>[CH3:2][N:3]([CH2:4][CH2:5][N:6]1[c:7]2[c:8]3[c:9]([cH:24][cH:25][cH:26][c:27]3[cH:28][cH:29][cH:30]2)[S:10][CH:11]([c:16]2[cH:17][cH:18][c:19]([O:22][CH3:23])[cH:20][cH:21]2)[CH:12]([O:15][C:33]([CH3:32])=[O:34])[C:13]1=[O:14])[CH3:31]. Run at time 3 hour. Reaction SMILES: [N:1]1[CH:6]=[CH:5][CH:4]=[CH:3][C:2]=1[C:7]1[CH:12]=[CH:11][CH:10]=[CH:9][C:8]=1[S:13][C:14]1[N:18]([C:19]([O:21][CH2:22][C:23]2[CH:28]=[CH:27][CH:26]=[CH:25][CH:24]=2)=[O:20])[C:17]2[CH:29]=[CH:30][CH:31]=[CH:32][C:16]=2[N:15]=1.ClC1C=CC=C(C(OO)=[O:41])C=1.C(=O)([O-])O.[Na+]>ClCCl>[N:1]1[CH:6]=[CH:5][CH:4]=[CH:3][C:2]=1[C:7]1[CH:12]=[CH:11][CH:10]=[CH:9][C:8]=1[S:13]([C:14]1[N:18]([C:19]([O:21][CH2:22][C:23]2[CH:24]=[CH:25][CH:26]=[CH:27][CH:28]=2)=[O:20])[C:17]2[CH:29]=[CH:30][CH:31]=[CH:32][C:16]=2[N:15]=1)=[O:41] |f:2.3|. Solvent: ClCCl (dichloromethane), ClCCl (dichloromethane), ClCCl (dichloromethane). Procedure: Phenylmethyl 2-[2-(pyridyl)-phenyl thio]benzimidazole-1-carboxylate (0.41 mmole) in dry dichloromethane (10 ml) was treated at 0° with a solution of m-chloroperbenzoic acid (0.48 mmole) in dichloromethane (5 cm3). The mixture was stirred for 3 hours at between 0° and 10° and then poured into aqueous sodium hydrogen carbonate. The organic phase was separated, dried (MgSO4), filtered and evaporated to give a pale brown foam. The foam was taken up into dichloromethane and flash chromatographed (4/1... The reactants are C(O)([O-])=O.[Na+] (sodium hydrogen carbonate), N1=C(C=CC=C1)C1=C(C=CC=C1)SC1=NC2=C(N1C(=O)OCC1=CC=CC=C1)C=CC=C2 (Phenylmethyl 2-[2-(pyridyl)-phenyl thio]benzimidazole-1-carboxylate), ClC1=CC(=CC=C1)C(=O)OO (m-chloroperbenzoic acid). Product: N1=C(C=CC=C1)C1=C(C=CC=C1)S(=O)C1=NC2=C(N1C(=O)OCC1=CC=CC=C1)C=CC=C2 (Phenylmethyl 2-[2-(2-pyridyl)-phenyl sulphinyl]benzimidazole-1-carboxylate). Starting materials: ClC1=CC=C(CSCC2=CC=C(C=C2)Cl)C=C1 (di-(4-chlorobenzyl) sulfide), C(C1=CC=CC=C1)O (benzyl alcohol), [H+].[B-](F)(F)(F)F (HBF4). The solvent is C(Cl)Cl (methylene chloride). Product: F[B-](F)(F)F.ClC1=CC=C(C[S+](CC2=CC=CC=C2)CC2=CC=C(C=C2)Cl)C=C1 (di-(4-chlorobenzyl)-benzylsulfonium tetrafluoroborate). The yield is 80.0%. As a reaction SMILES: [Cl:1][C:2]1[CH:17]=[CH:16][C:5]([CH2:6][S:7][CH2:8][C:9]2[CH:14]=[CH:13][C:12]([Cl:15])=[CH:11][CH:10]=2)=[CH:4][CH:3]=1.[CH2:18](O)[C:19]1[CH:24]=[CH:23][CH:22]=[CH:21][CH:20]=1.[H+].[B-:27]([F:31])([F:30])([F:29])[F:28]>C(Cl)Cl>[F:28][B-:27]([F:31])([F:30])[F:29].[Cl:1][C:2]1[CH:3]=[CH:4][C:5]([CH2:6][S+:7]([CH2:8][C:9]2[CH:14]=[CH:13][C:12]([Cl:15])=[CH:11][CH:10]=2)[CH2:18][C:19]2[CH:24]=[CH:23][CH:22]=[CH:21][CH:20]=2)=[CH:16][CH:17]=1 |f:2.3,5.6|. Procedure: 5.66 g (20 mmol) of di-(4-chlorobenzyl) sulfide are reacted with 2.6 g (24 mmol) of benzyl alcohol and 8.13 g (50 mmol) of 54% by weight HBF4 in 20 ml of methylene chloride as described in Example 3a). 7.44 g (80% of theory) of di-(4-chlorobenzyl)-benzylsulfonium tetrafluoroborate are obtained as white crystals of melting point 123°-125° C.